From a dataset of the Open Reaction Database (ORD), a public repository of structured organic reaction records. describe an organic reaction: reactants, conditions, products, and yield Starting materials: COc1ccc(C(C#N)(CCCCCBr)Sc2ccccn2)cc1OC, COc1cc2c(cc1OC)CNCC2, CC#N, CCN(C(C)C)C(C)C, Cl. The product is COc1ccc(C(C#N)(CCCCCN2CCc3cc(OC)c(OC)cc3C2)Sc2ccccn2)cc1OC. RXN SMILES: [Br:1][CH2:2][CH2:3][CH2:4][CH2:5][CH2:6][C:7]([C:8]#[N:9])([S:10][c:11]1[n:12][cH:13][cH:14][cH:15][cH:16]1)[c:17]1[cH:18][c:19]([O:25][CH3:26])[c:20]([O:23][CH3:24])[cH:21][cH:22]1.[CH3:28][O:29][c:30]1[cH:31][c:32]2[c:37]([cH:38][c:39]1[O:40][CH3:41])[CH2:36][NH:35][CH2:34][CH2:33]2.[CH3:51][C:52]#[N:53].[CH:42]([N:43]([CH2:44][CH3:45])[CH:46]([CH3:47])[CH3:48])([CH3:49])[CH3:50].[ClH:27]>>[CH2:2]([CH2:3][CH2:4][CH2:5][CH2:6][C:7]([C:8]#[N:9])([S:10][c:11]1[n:12][cH:13][cH:14][cH:15][cH:16]1)[c:17]1[cH:18][c:19]([O:25][CH3:26])[c:20]([O:23][CH3:24])[cH:21][cH:22]1)[N:35]1[CH2:34][CH2:33][c:32]2[cH:31][c:30]([O:29][CH3:28])[c:39]([O:40][CH3:41])[cH:38][c:37]2[CH2:36]1. The reactants are C(C)(=O)C1=CC=C(C=C1)N1CCN(CC1)C1=CC=NC=C1 (1-(4-acetylphenyl)-4-(4-pyridyl)piperazine), C(C1=CC=CC=C1)=O (benzaldehyde). Reagents/catalysts: [OH-].[Na+] (sodium hydroxide). Solvent: C(C)O (ethanol). Yields the product C(C=CC1=CC=CC=C1)(=O)C1=CC=C(C=C1)N1CCN(CC1)C1=CC=NC=C1 (1-(4-cinnamoylphenyl)-4-(4-pyridyl)piperazine). Yield: 50.3%. Reaction SMILES: [C:1]([C:4]1[CH:9]=[CH:8][C:7]([N:10]2[CH2:15][CH2:14][N:13]([C:16]3[CH:21]=[CH:20][N:19]=[CH:18][CH:17]=3)[CH2:12][CH2:11]2)=[CH:6][CH:5]=1)(=[O:3])[CH3:2].[CH:22](=O)[C:23]1[CH:28]=[CH:27][CH:26]=[CH:25][CH:24]=1>[OH-].[Na+].C(O)C>[C:1]([C:4]1[CH:5]=[CH:6][C:7]([N:10]2[CH2:11][CH2:12][N:13]([C:16]3[CH:21]=[CH:20][N:19]=[CH:18][CH:17]=3)[CH2:14][CH2:15]2)=[CH:8][CH:9]=1)(=[O:3])[CH:2]=[CH:22][C:23]1[CH:28]=[CH:27][CH:26]=[CH:25][CH:24]=1 |f:2.3|. Reported procedure: A solution of 1-(4-acetylphenyl)-4-(4-pyridyl)piperazine (1.0 g), benzaldehyde (177 mg) and concentrated sodium hydroxide (3 drops) in ethanol (25 ml) was stirred at ambient temperature overnight to give a solid which was filtered, washed with ethanol and dried to give 1-(4-cinnamoylphenyl)-4-(4-pyridyl)piperazine (310 mg), m.p. 208-210° C. Reactants: COC1=CC=C(C=C1)N=C=O (p-methoxyphenyl isocyanate), CN(CCOC1CNCC1)C (3-(2-dimethylaminoethoxy)pyrrolidine), solid. Run in C1=CC=CC=C1 (benzene), C1=CC=CC=C1 (benzene). Run at time 2 hour. The product is CN(CCOC1CN(CC1)C(=O)NC1=CC=C(C=C1)OC)C (3-(2-Dimethylaminoethoxy)-4'-methoxy-1-pyrrolidinecarboxanilide). Reaction SMILES: [CH3:1][O:2][C:3]1[CH:8]=[CH:7][C:6]([N:9]=[C:10]=[O:11])=[CH:5][CH:4]=1.[CH3:12][N:13]([CH3:22])[CH2:14][CH2:15][O:16][CH:17]1[CH2:21][CH2:20][NH:19][CH2:18]1>C1C=CC=CC=1>[CH3:12][N:13]([CH3:22])[CH2:14][CH2:15][O:16][CH:17]1[CH2:21][CH2:20][N:19]([C:10]([NH:9][C:6]2[CH:5]=[CH:4][C:3]([O:2][CH3:1])=[CH:8][CH:7]=2)=[O:11])[CH2:18]1. Procedure: A solution of 3.0 g. (0.02 mole) of p-methoxyphenyl isocyanate in 10 ml. of dry benzene was added dropwise to a stirring solution of 3.2 g. (0.02 mole) of 3-(2-dimethylaminoethoxy)pyrrolidine in 100 ml. of dry benzene under anhydrous conditions. When the addition was complete, the reaction mixture was allowed to stir for 2 hours. The mixture was concentrated under reduced pressure to give 4.9 g. (80%) of product which crystallized upon standing. Recrystallization from benzeneisooctane gave 4.8 g... Reactants: C1(CC1)[Mg]Br (Cyclopropylmagnesium bromide), ClC=1C=CC(=C2N3C(=NC21)N(CCC3)C=3C(=NC(=NC3OC)C)OC)C(=O)OC (methyl 9-chloro-1-(4,6-dimethoxy-2-methylpyrimidin-5-yl)-1,2,3,4-tetrahydropyrimido[1,2-a]benzimidazole-6-carboxylate), O1CCCC1 (tetrahydrofuran). Run at temperature 50 celsius, time 11 hour. Product: ClC1=CC=C(C=2N3C(=NC21)N(CCC3)C=3C(=NC(=NC3OC)C)OC)C(O)(C3CC3)C3CC3 ([9-Chloro-1-(4,6-dimethoxy-2-methylpyrimidin-5-yl)-1,2,3,4-tetrahydropyrimido[1,2-a]benzimidazol-6-yl](dicyclopropyl)methanol). Isolated yield 55.0%. RXN SMILES: [CH:1]1([Mg]Br)[CH2:3][CH2:2]1.[Cl:6][C:7]1[CH:8]=[CH:9][C:10]([C:31]([O:33]C)=O)=[C:11]2[C:15]=1[N:14]=[C:13]1[N:16]([C:20]3[C:21]([O:29][CH3:30])=[N:22][C:23]([CH3:28])=[N:24][C:25]=3[O:26][CH3:27])[CH2:17][CH2:18][CH2:19][N:12]21.O1[CH2:39][CH2:38][CH2:37]C1>>[Cl:6][C:7]1[C:15]2[N:14]=[C:13]3[N:16]([C:20]4[C:25]([O:26][CH3:27])=[N:24][C:23]([CH3:28])=[N:22][C:21]=4[O:29][CH3:30])[CH2:17][CH2:18][CH2:19][N:12]3[C:11]=2[C:10]([C:31]([CH:37]2[CH2:38][CH2:39]2)([CH:1]2[CH2:3][CH2:2]2)[OH:33])=[CH:9][CH:8]=1. Procedure: Cyclopropylmagnesium bromide (1.0 M solution in tetrahydrofuran, 1.9 mL, 1.9 mmol) was added to a stirred solution of methyl 9-chloro-1-(4,6-dimethoxy-2-methylpyrimidin-5-yl)-1,2,3,4-tetrahydropyrimido[1,2-a]benzimidazole-6-carboxylate (159 mg, 0.381 mmol) in tetrahydrofuran (3.8 mL), and the mixture was stirred at 50° C. for 11 hr. The reaction was quenched by aqueous saturated ammonium chloride, and the mixture was extracted with ethyl acetate. The combined organic layer was washed with brine,... The reactants are OCCN1CCNCC1 (1-(2-hydroxyethyl)-piperazine), [Si](C)(C)(C(C)(C)C)Cl (tert-butyldimethylsilylchloride). Run in C(Cl)Cl (CH2Cl2), ClCCl (dichloromethane). Yields the product CC(C)(C)[Si](OCCN1CCNCC1)(C)C (1-(2-(((1,1-Dimethylethyl)(dimethyl)silyl)oxy)ethyl)piperazine). Isolated yield 74.7%. RXN SMILES: [OH:1][CH2:2][CH2:3][N:4]1[CH2:9][CH2:8][NH:7][CH2:6][CH2:5]1.[Si:10](Cl)([C:13]([CH3:16])([CH3:15])[CH3:14])([CH3:12])[CH3:11]>ClCCl>[CH3:14][C:13]([Si:10]([CH3:12])([CH3:11])[O:1][CH2:2][CH2:3][N:4]1[CH2:9][CH2:8][NH:7][CH2:6][CH2:5]1)([CH3:16])[CH3:15]. Procedure: To 1-(2-hydroxyethyl)-piperazine (3.36 g, 25.8 mmol) in dichloromethane (25 mL) was added tert-butyldimethylsilylchloride (3.89 g, 25.8 mmol). The reaction mixture was stirred at room temperature. The reaction mixture was stirred overnight, then diluted 1× with CH2Cl2 and extracted against 0.5 N NaOH (100 mL). The aqueous was extracted further with 10% methanol in CH2Cl2 (3×100 mL). The combined organics were dried with Na2SO4 and concentrated in vacuo. Silica gel chromatography (gradient elutio...